Dataset: the Open Reaction Database (ORD), a public repository of structured organic reaction records. Task: describe an organic reaction: reactants, conditions, products, and yield RXN SMILES: [CH3:1][c:2]1[c:3]([C:8]2=[CH:9][CH:10]([OH:15])[CH2:11][CH2:12][CH2:13][CH2:14]2)[cH:4][cH:5][cH:6][cH:7]1.[CH3:22][C:23](=[O:24])[O:25][C:26](=[O:27])[CH3:28].[CH3:32][N:33]([c:34]1[cH:35][cH:36][n:37][cH:38][cH:39]1)[CH3:40].[Cl:29][CH2:30][Cl:31].[cH:16]1[cH:17][cH:18][n:19][cH:20][cH:21]1>>[CH3:1][c:2]1[c:3]([C:8]2=[CH:9][CH:10]([O:15][C:23]([CH3:22])=[O:24])[CH2:11][CH2:12][CH2:13][CH2:14]2)[cH:4][cH:5][cH:6][cH:7]1. Reactants: Cc1ccccc1C1=CC(O)CCCC1, CC(=O)OC(C)=O, CN(C)c1ccncc1, ClCCl, c1ccncc1. Yields the product CC(=O)OC1C=C(c2ccccc2C)CCCC1.